From a dataset of the Open Reaction Database (ORD), a public repository of structured organic reaction records. describe an organic reaction: reactants, conditions, products, and yield Starting materials: ( 18 ), ( 23 ), Cl.OC(CNC(CC1=CC=C(C=C1)OC)(C)C)COC1=CC=C(C=C1)OC (N-[2-Hydroxy-3-(4-methoxyphenoxy)propyl]-1,1-dimethyl-2-(4-methoxyphenyl)ethylamine Hydrochloride), ( 100 ), Cl.OC(CNC(CC1=CC=C(C=C1)OC)(C)C)COC1=CC=C(C=C1)OC (N-[2-Hydroxy-3-(4-methoxyphenoxy)propyl]-1,1-dimethyl-2-(4-methoxyphenyl)ethylamine Hydrochloride), Cl.OC(CNC(CC1=CC=C(C=C1)OC)(C)C)COC1=C(C=CC=C1)C (N-[2-Hydroxy-3-(2-methylphenoxy)propyl]-1,1-dimethyl-2-(4-methoxyphenyl)ethylamine Hydrochloride). Yields the product Cl.OC(CNC(CC1=CC=C(C=C1)OC)(C)C)COC1=CC=C(C=C1)C(C)C (N-[2-hydroxy-3-(4-iso-propylphenoxy)propyl]-1,1-dimethyl-2-(4-methoxyphenyl)ethylamine Hydrochloride). Reaction SMILES: [ClH:1].[OH:2][CH:3]([CH2:18][O:19][C:20]1[CH:25]=[CH:24][C:23](OC)=[CH:22][CH:21]=1)[CH2:4][NH:5][C:6]([CH3:17])([CH3:16])[CH2:7][C:8]1[CH:13]=[CH:12][C:11]([O:14][CH3:15])=[CH:10][CH:9]=1.Cl.O[CH:30]([CH2:45]OC1C=CC=CC=1C)[CH2:31]NC(C)(C)CC1C=CC(OC)=CC=1>>[ClH:1].[OH:2][CH:3]([CH2:18][O:19][C:20]1[CH:25]=[CH:24][C:23]([CH:30]([CH3:45])[CH3:31])=[CH:22][CH:21]=1)[CH2:4][NH:5][C:6]([CH3:16])([CH3:17])[CH2:7][C:8]1[CH:9]=[CH:10][C:11]([O:14][CH3:15])=[CH:12][CH:13]=1 |f:0.1,2.3,4.5|. Procedure: GC/EI-MS, m/z (rel. int.) 356 (M-15,.1) 251 (18), 250 (100), 163 (7), 121 (23), 117 (7), 114 (8). Starting materials: ClC1=NCCCC1 (2-chloroazacyclohex-1-ene), CC1=C(N)C=CC(=C1)[N+](=O)[O-] (2-methyl-4-nitroaniline). Product: Cl.Cl.CC1=C(C=CC(=C1)N)NC1=NCCCC1 (2-[(2-Methyl-4-aminophenyl)amino]azacyclohex-1-ene, dihydrochloride). Yield: 59.4%. Reaction SMILES: [Cl:1][C:2]1[CH2:7][CH2:6][CH2:5][CH2:4][N:3]=1.[CH3:8][C:9]1[CH:15]=[C:14]([N+:16]([O-])=O)[CH:13]=[CH:12][C:10]=1[NH2:11]>>[ClH:1].[ClH:1].[CH3:8][C:9]1[CH:15]=[C:14]([NH2:16])[CH:13]=[CH:12][C:10]=1[NH:11][C:2]1[CH2:7][CH2:6][CH2:5][CH2:4][N:3]=1 |f:2.3.4|. Reported procedure: The title compound (8.2 g) was prepared by the methods of Examples 8 and 9 using 2-chloroazacyclohex-1-ene (0.10 mole), prepared as in Example 2, and 7.6 g (0.05 mole) of 2-methyl-4-nitroaniline. Structure assignment was supported by the nmr spectrum and by elemental analysis. The reactants are NOCS(=O)(=O)C=1C=C(C(O)=CC1)O (4-[[(aminooxy)methyl]sulphonyl]pyrocatechol), NC=1SC=C(N1)C(C(=O)N[C@H]1[C@H]2SCC(=C(N2C1=O)C(=O)O)CSC1=NC=2N(C(=C1)C)N=CC2C(=O)O)=O ((6R,7R)-7-(2-amino-4-thiazoleglyoxylamido)-3-[[(3-carboxy-7-methylpyrazolo[1,5-a]pyrimidin-5-yl)thio]methyl]-8-oxo-5-thia-1-azabicyclo[4.2.0]oct-2-ene-2-carboxylic acid). The product is NC=1SC=C(N1)/C(/C(=O)N[C@H]1[C@H]2SCC(=C(N2C1=O)C(=O)O)CSC1=NC=2N(C(=C1)C)N=CC2C(=O)O)=N/OCS(=O)(=O)C2=CC(=C(C=C2)O)O ((6R,7R)-7-[(Z)-2-(2-amino-4-thiazolyl)-2-[[[(3,4-dihydroxyphenyl)sulphonyl]methoxy]imino]acetamido]-3-[[(3-carboxy-7-methylpyrazolo[1,5-a]pyrimidin-5-yl)thio]-methyl]-8-oxo-5-thia-1-azabicyclo[4.2.0]oct-2-ene-2-carboxylic acid). RXN SMILES: [NH2:1][O:2][CH2:3][S:4]([C:7]1[CH:8]=[C:9]([OH:14])[C:10](=[CH:12][CH:13]=1)[OH:11])(=[O:6])=[O:5].[NH2:15][C:16]1[S:17][CH:18]=[C:19]([C:21](=O)[C:22]([NH:24][C@@H:25]2[C:32](=[O:33])[N:31]3[C@@H:26]2[S:27][CH2:28][C:29]([CH2:37][S:38][C:39]2[CH:44]=[C:43]([CH3:45])[N:42]4[N:46]=[CH:47][C:48]([C:49]([OH:51])=[O:50])=[C:41]4[N:40]=2)=[C:30]3[C:34]([OH:36])=[O:35])=[O:23])[N:20]=1>>[NH2:15][C:16]1[S:17][CH:18]=[C:19](/[C:21](=[N:1]/[O:2][CH2:3][S:4]([C:7]2[CH:13]=[CH:12][C:10]([OH:11])=[C:9]([OH:14])[CH:8]=2)(=[O:5])=[O:6])/[C:22]([NH:24][C@@H:25]2[C:32](=[O:33])[N:31]3[C@@H:26]2[S:27][CH2:28][C:29]([CH2:37][S:38][C:39]2[CH:44]=[C:43]([CH3:45])[N:42]4[N:46]=[CH:47][C:48]([C:49]([OH:51])=[O:50])=[C:41]4[N:40]=2)=[C:30]3[C:34]([OH:36])=[O:35])=[O:23])[N:20]=1. Procedure: 307 mg of 4-[[(aminooxy)methyl]sulphonyl]pyrocatechol were reacted with 575 mg of (6R,7R)-7-(2-amino-4-thiazoleglyoxylamido)-3-[[(3-carboxy-7-methylpyrazolo[1,5-a]pyrimidin-5-yl)thio]methyl]-8-oxo-5-thia-1-azabicyclo[4.2.0]oct-2-ene-2-carboxylic acid in an analogous manner to the procedure described in Examples 11 or 7. There was obtained (6R,7R)-7-[(Z)-2-(2-amino-4-thiazolyl)-2-[[[(3,4-dihydroxyphenyl)sulphonyl]methoxy]imino]acetamido]-3-[[(3-carboxy-7-methylpyrazolo[1,5-a]pyrimidin-5-yl)thio]-... The reactants are [BH3-]C#N, CO, CCCC=O, Cl, NCc1ccc(NC(=C2C(=O)Nc3ccc([N+](=O)[O-])cc32)c2ccccc2)cc1, [Na+]. The product is CCCCNCc1ccc(NC(=C2C(=O)Nc3ccc([N+](=O)[O-])cc32)c2ccccc2)cc1. RXN SMILES: [C:36]([BH3-:37])#[N:38].[CH3:40][OH:41].[CH:31]([CH2:32][CH2:33][CH3:34])=[O:35].[ClH:1].[NH2:2][CH2:3][c:4]1[cH:5][cH:6][c:7]([NH:10][C:11]([c:12]2[cH:13][cH:14][cH:15][cH:16][cH:17]2)=[C:18]2[C:19](=[O:30])[NH:20][c:21]3[cH:22][cH:23][c:24]([N+:27](=[O:28])[O-:29])[cH:25][c:26]32)[cH:8][cH:9]1.[Na+:39]>>[NH:2]([CH2:3][c:4]1[cH:5][cH:6][c:7]([NH:10][C:11]([c:12]2[cH:13][cH:14][cH:15][cH:16][cH:17]2)=[C:18]2[C:19](=[O:30])[NH:20][c:21]3[cH:22][cH:23][c:24]([N+:27](=[O:28])[O-:29])[cH:25][c:26]32)[cH:8][cH:9]1)[CH2:31][CH2:32][CH2:33][CH3:34]. The reactants are C1CCOC1, COc1ccc2c3c1CCCC3C(C(=O)O)CC2, CC(C)NC(C)C, [Li], O. The product is COc1ccc2c3c1CCCC3C(=O)CC2. As a reaction SMILES: [CH2:28]1[CH2:31][CH2:30][CH2:29][O:32]1.[CH3:9][O:10][c:11]1[cH:12][cH:13][c:14]2[c:23]3[c:22]1[CH2:21][CH2:20][CH2:19][CH:18]3[CH:17]([C:24]([OH:25])=[O:26])[CH2:16][CH2:15]2.[CH:1]([NH:2][CH:3]([CH3:4])[CH3:5])([CH3:6])[CH3:7].[Li:8].[O:27]>>[CH3:9][O:10][c:11]1[cH:12][cH:13][c:14]2[c:23]3[c:22]1[CH2:21][CH2:20][CH2:19][CH:18]3[C:17](=[O:32])[CH2:16][CH2:15]2. The reactants are CC(=O)O[BH-](OC(C)=O)OC(C)=O, CC(=O)O, COc1ccc(C=O)c(OC)c1, ClC(Cl)Cl, Nc1ccc2c(c1)C(=C1C(=O)Nc3ccccc31)OC2, [Na+], CN(C)C=O. Product: COc1ccc(CNc2ccc3c(c2)C(=C2C(=O)Nc4ccccc42)OC3)c(OC)c1. As a reaction SMILES: [C:33]([O:34][BH-:35]([O:36][C:37](=[O:38])[CH3:39])[O:40][C:41](=[O:42])[CH3:43])(=[O:44])[CH3:45].[C:47]([OH:48])(=[O:49])[CH3:50].[CH3:21][O:22][c:23]1[c:24]([CH:25]=[O:26])[cH:27][cH:28][c:29]([O:31][CH3:32])[cH:30]1.[Cl:56][CH:57]([Cl:58])[Cl:59].[NH2:1][c:2]1[cH:3][cH:4][c:5]2[c:9]([cH:10]1)[C:8](=[C:11]1[C:12](=[O:20])[NH:13][c:14]3[cH:15][cH:16][cH:17][cH:18][c:19]31)[O:7][CH2:6]2.[Na+:46].[O:51]=[CH:52][N:53]([CH3:54])[CH3:55]>>[NH:1]([c:2]1[cH:3][cH:4][c:5]2[c:9]([cH:10]1)[C:8](=[C:11]1[C:12](=[O:20])[NH:13][c:14]3[cH:15][cH:16][cH:17][cH:18][c:19]31)[O:7][CH2:6]2)[CH2:25][c:24]1[c:23]([O:22][CH3:21])[cH:30][c:29]([O:31][CH3:32])[cH:28][cH:27]1. Reactants: [OH-].[Na+] (sodium hydroxide), C(C)OC(CCNC(C1=CC=C(C=C1)C(C(C)C)COC1=CC(=C(C(=C1)C)C1=CC=C(C=C1)C(F)(F)F)C)=O)=O (Racemic 3-{4-[1-(2,6-dimethyl-4′-trifluoromethyl-biphenyl-4-yloxymethyl)-2-methyl-propyl]-benzoylamino}-propionic acid ethyl ester), Cl (HCl). Run in C(C)OCC (diethyl ether), O (water), O1CCCC1 (tetrahydrofuran). Conditions: time 3 hour. The product is CC1=C(C(=CC(=C1)OCC(C(C)C)C1=CC=C(C(=O)NCCC(=O)O)C=C1)C)C1=CC=C(C=C1)C(F)(F)F (racemic 3-{4-[1-(2,6-Dimethyl-4′-trifluoromethyl-biphenyl-4-yloxymethyl)-2-methyl-propyl]-benzoylamino}-propionic acid). Reaction SMILES: C([O:3][C:4](=[O:40])[CH2:5][CH2:6][NH:7][C:8](=[O:39])[C:9]1[CH:14]=[CH:13][C:12]([CH:15]([CH2:19][O:20][C:21]2[CH:26]=[C:25]([CH3:27])[C:24]([C:28]3[CH:33]=[CH:32][C:31]([C:34]([F:37])([F:36])[F:35])=[CH:30][CH:29]=3)=[C:23]([CH3:38])[CH:22]=2)[CH:16]([CH3:18])[CH3:17])=[CH:11][CH:10]=1)C.[OH-].[Na+].Cl>O1CCCC1.C(OCC)C.O>[CH3:38][C:23]1[CH:22]=[C:21]([O:20][CH2:19][CH:15]([C:12]2[CH:13]=[CH:14][C:9]([C:8]([NH:7][CH2:6][CH2:5][C:4]([OH:40])=[O:3])=[O:39])=[CH:10][CH:11]=2)[CH:16]([CH3:18])[CH3:17])[CH:26]=[C:25]([CH3:27])[C:24]=1[C:28]1[CH:33]=[CH:32][C:31]([C:34]([F:35])([F:37])[F:36])=[CH:30][CH:29]=1 |f:1.2|. Procedure: Racemic 3-{4-[1-(2,6-dimethyl-4′-trifluoromethyl-biphenyl-4-yloxymethyl)-2-methyl-propyl]-benzoylamino}-propionic acid ethyl ester (50 mg, 0.09 mmol) is dissolved in tetrahydrofuran (1 mL) and 5N sodium hydroxide (1 mL) is added. The reaction may be monitored by HPLC. After a period of 3 h, the reaction is neutralized with 5N HCl (1 mL), and diluted with diethyl ether and water. The two phases are separated, and the organic layer is washed, dried, and concentrated to provide the title compound w... Starting materials: C(C)OC1=C(C2=C(OCO2)C=C1)C=1C2=C(N=CN1)C(=CN2)C(=O)O (4-(5-ethoxy-benzo[1,3]dioxol-4-yl)-5H-pyrrolo[3,2-d]pyrimidine-7-carboxylic acid), C(C)(C)(C)OC(=O)N1C[C@@H](CC1)N ((R)-3-amino-pyrrolidine-1-carboxylic acid tert-butyl ester). Product: C(C)(C)(C)OC(=O)N1C[C@@H](CC1)NC(=O)C1=CNC2=C1N=CN=C2C2=C(C=CC=1OCOC12)OCC ((R)-3-{[4-(5-Ethoxy-benzo[1,3]dioxol-4-yl)-5H-pyrrolo[3,2-d]pyrimidine-7-carbonyl]-amino}-pyrrolidine-1-carboxylic acid tert-butyl ester). As a reaction SMILES: [CH2:1]([O:3][C:4]1[CH:12]=[CH:11][C:7]2[O:8][CH2:9][O:10][C:6]=2[C:5]=1[C:13]1[C:14]2[NH:21][CH:20]=[C:19]([C:22]([OH:24])=O)[C:15]=2[N:16]=[CH:17][N:18]=1)[CH3:2].[C:25]([O:29][C:30]([N:32]1[CH2:36][CH2:35][C@@H:34]([NH2:37])[CH2:33]1)=[O:31])([CH3:28])([CH3:27])[CH3:26]>>[C:25]([O:29][C:30]([N:32]1[CH2:36][CH2:35][C@@H:34]([NH:37][C:22]([C:19]2[C:15]3[N:16]=[CH:17][N:18]=[C:13]([C:5]4[C:6]5[O:10][CH2:9][O:8][C:7]=5[CH:11]=[CH:12][C:4]=4[O:3][CH2:1][CH3:2])[C:14]=3[NH:21][CH:20]=2)=[O:24])[CH2:33]1)=[O:31])([CH3:28])([CH3:26])[CH3:27]. Reported procedure: Starting from 4-(5-ethoxy-benzo[1,3]dioxol-4-yl)-5H-pyrrolo[3,2-d]pyrimidine-7-carboxylic acid (example A69) and commercially available (R)-3-amino-pyrrolidine-1-carboxylic acid tert-butyl ester the title compound was obtained as colorless solid.